From a dataset of the Open Reaction Database (ORD), a public repository of structured organic reaction records. describe an organic reaction: reactants, conditions, products, and yield The reactants are N1(C=NC=C1)C=1C=C2CC(C(C2=CC1)=O)N1C(=NC=C1)C(=O)N (1-[5-(1-imidazolyl)-1-oxo-2-indanyl]imidazole-2-carboxamide), Cl (hydrochloric acid). Run in CO (methanol). Yields the product Cl.N1(C=NC=C1)C1=CC=2CC3=C(NC(C=4N3C=CN4)=O)C2C=C1 (8-(1-imidazolyl)-5H, 10H-imidazo[1,2-a]indeno[1,2-e]pyrazine-4-one hydrochloride). RXN SMILES: [N:1]1([C:6]2[CH:7]=[C:8]3[C:12](=[CH:13][CH:14]=2)[C:11](=O)[CH:10]([N:16]2[CH:20]=[CH:19][N:18]=[C:17]2[C:21]([NH2:23])=[O:22])[CH2:9]3)[CH:5]=[CH:4][N:3]=[CH:2]1.[ClH:24]>CO>[ClH:24].[N:1]1([C:6]2[CH:14]=[CH:13][C:12]3[C:11]4[NH:23][C:21](=[O:22])[C:17]5[N:16]([CH:20]=[CH:19][N:18]=5)[C:10]=4[CH2:9][C:8]=3[CH:7]=2)[CH:5]=[CH:4][N:3]=[CH:2]1 |f:3.4|. Procedure: The procedure is carried out as in Example 1 but starting with 0.46 g of 1-[5-(1-imidazolyl)-1-oxo-2-indanyl]imidazole-2-carboxamide, a total of 35 ml of methanol and 7 ml of a 12N aqueous hydrochloric acid solution. 0.23 of 8-(1-imidazolyl)-5H, 10H-imidazo[1,2-a]indeno[1,2-e]pyrazine-4-one hydrochloride is thus obtained which decomposes without melting above 300° C. [NMR spectrum: (200 MHz; DMSO-d6 ; δ in ppm): 4.18 (s, 2H: --CH2-- in position 10); 7.71 and from 8.00 to 8.15 (broad s and mt res... Starting materials: [O-]CC.[Na+] (sodium ethoxide), C(CC(=O)OCC)(=O)OCC (diethyl malonate), ClC1=C(C=C(C=C1)F)C=CC(C)=O (4-(2-chloro-5-fluorophenyl)-3-buten-2-one). The solvent is C(C)O (ethanol). Run at time 30 minute. Product: ClC1=C(C=C(C=C1)F)C1CC(CC(C1)=O)=O (5-(2-chloro-5-fluorophenyl)cyclohexane-1,3-dione). Reaction SMILES: [O-:1][CH2:2][CH3:3].[Na+].C(OCC)(=O)CC(OCC)=O.[Cl:16][C:17]1[CH:22]=[CH:21][C:20]([F:23])=[CH:19][C:18]=1[CH:24]=[CH:25][C:26](=[O:28])[CH3:27]>C(O)C>[Cl:16][C:17]1[CH:22]=[CH:21][C:20]([F:23])=[CH:19][C:18]=1[CH:24]1[CH2:3][C:2](=[O:1])[CH2:27][C:26](=[O:28])[CH2:25]1 |f:0.1|. Procedure: To a solution of 20% sodium ethoxide in ethanol (0.43 g) was added at room temperature diethyl malonate (0.2 g), and then added little by little 4-(2-chloro-5-fluorophenyl)-3-buten-2-one (0.24 g). The mixture was stirred at room temperature for 30 minutes, refluxed for 2 hours and cooled, and the solvent was evaporated. The residue was dissolved in water, and the aqueous layer was washed with ethyl acetate and concentrated. To the reside was added 2M sodium hydroxide (0.7 ml), and the mixture wa... Starting materials: CN1CC(C[C@@H]2C=3C=CC=C4NC=C(C[C@@H]12)C34)CC#N (6-methyl-8-cyanomethyl-ergoline), [BH4-].[Na+] (sodium borohydride), [OH-].[NH4+] (ammonium hydroxide), FC(C(=O)O)(F)F (trifluoroacetic acid), ice-waterbath. Product: CN1CC(C[C@@H]2C=3C=CC=C4NCC(C[C@@H]12)C34)CC#N (2,3-dihydro-6-methyl-8-cyanomethylergoline). RXN SMILES: [CH3:1][N:2]1[C@H:16]2[C@@H:6]([C:7]3[CH:8]=[CH:9][CH:10]=[C:11]4[C:17]=3[C:14]([CH2:15]2)=[CH:13][NH:12]4)[CH2:5][CH:4]([CH2:18][C:19]#[N:20])[CH2:3]1.FC(F)(F)C(O)=O.[BH4-].[Na+].[OH-].[NH4+]>>[CH3:1][N:2]1[C@H:16]2[C@@H:6]([C:7]3[CH:8]=[CH:9][CH:10]=[C:11]4[C:17]=3[CH:14]([CH2:15]2)[CH2:13][NH:12]4)[CH2:5][CH:4]([CH2:18][C:19]#[N:20])[CH2:3]1 |f:2.3,4.5|. Procedure details: A solution of 4.1 g. of 6-methyl-8-cyanomethyl-ergoline in 110 ml. of trifluoroacetic acid was stirred and cooled to 5° C. in a ice-waterbath. To the cold solution was added 2.5 g. of sodium borohydride, in 5 equal portions over 1 hour. The reaction mixture was added to 100 g. of ice and the pH of the aqueous reaction mixture was adjusted to 11 by the addition of ammonium hydroxide. The aqueous alkaline reaction mixture was extracted with chloroform. The combined organic extracts were washed wit... The reactants are Cl.NC=1N=C(NC1)C(C(=O)N1CCCC1)C1=CC=CC=C1 (2-(4-aminoimidazolyl)-2-phenyl-1-pyrrolidinylethan-1-one, hydrochloride), CN1CCOCC1 (N-Methyl morpholine), ClC1=NC(=NC(=N1)OC)OC (2-chloro-4,6-dimethoxy-1,3,5-triazine), C(C)(C)(C)OC(=O)NC(C(=O)N[C@@H](C(=O)O)CC1=CNC2=CC=CC=C12)(C)C ((2R)-2-{2-[(tert-butoxy)carbonylamino]-2-methylpropanoylamino}-3-indol-3-ylpropanoic acid). Run in O1CCCC1 (tetrahydrofuran). Run at time 1.5 hour. Yields the product N1C=C(C2=CC=CC=C12)C[C@H](C(NC=1N=CN(C1)C(C(N1CCCC1)=O)C1=CC=CC=C1)=O)NC(C(C)(C)NC(=O)OC(C)(C)C)=O (N-((1R)-2-indol-3-yl-1-{N-[1-(2-oxo-1-phenyl-2-pyrrolidinylethyl)imidazol-4-yl]carbamoyl}ethyl)-2-[(tert-butoxy)carbonylamino]-2-methylpropanamide). Isolated yield 31.6%. RXN SMILES: CN1CCOCC1.Cl[C:9]1[N:14]=[C:13](OC)[N:12]=[C:11](OC)[N:10]=1.[C:19]([O:23][C:24]([NH:26][C:27]([CH3:46])([CH3:45])[C:28]([NH:30][C@H:31]([CH2:35][C:36]1[C:44]2[C:39](=[CH:40][CH:41]=[CH:42][CH:43]=2)[NH:38][CH:37]=1)[C:32]([OH:34])=O)=[O:29])=[O:25])([CH3:22])([CH3:21])[CH3:20].Cl.NC1N=C([CH:54]([C:62]2[CH:67]=[CH:66][CH:65]=[CH:64][CH:63]=2)[C:55]([N:57]2[CH2:61][CH2:60][CH2:59][CH2:58]2)=[O:56])NC=1>O1CCCC1>[NH:38]1[C:39]2[C:44](=[CH:43][CH:42]=[CH:41][CH:40]=2)[C:36]([CH2:35][C@@H:31]([NH:30][C:28](=[O:29])[C:27]([NH:26][C:24]([O:23][C:19]([CH3:21])([CH3:22])[CH3:20])=[O:25])([CH3:45])[CH3:46])[C:32](=[O:34])[NH:10][C:9]2[N:14]=[CH:13][N:12]([CH:54]([C:62]3[CH:63]=[CH:64][CH:65]=[CH:66][CH:67]=3)[C:55](=[O:56])[N:57]3[CH2:58][CH2:59][CH2:60][CH2:61]3)[CH:11]=2)=[CH:37]1 |f:3.4|. Procedure: N-Methyl morpholine (0.28 mL, 8.32 mm, 1 eq) was added to a stirred slurry of 2-chloro-4,6-dimethoxy-1,3,5-triazine (0.46 g, 2.57 mm, 1 eq) and (2R)-2-{2-[(tert-butoxy)carbonylamino]-2-methylpropanoylamino}-3-indol-3-ylpropanoic acid (1 g, 2.57mm) in 10 mL of anhydrous tetrahydrofuran cooled to less than 0° C. After 1.5 hours, 2-(4-aminoimidazolyl)-2-phenyl-1-pyrrolidinylethan-1-one, hydrochloride (0.97 g, 2.82 mm, 1.1 eq) was added and stirring was continued at ice bath temperatures. The reacti...